This data is from the Open Reaction Database (ORD), a public repository of structured organic reaction records. The task is: describe an organic reaction: reactants, conditions, products, and yield The reactants are Cc1ccc(C(=O)Cl)cc1, NNC(=O)c1ccccc1Cl, [Na+], [OH-]. Product: Cc1ccc(C(=O)NNC(=O)c2ccccc2Cl)cc1. RXN SMILES: [CH3:12][c:13]1[cH:14][cH:15][c:16]([C:17](=[O:18])[Cl:19])[cH:20][cH:21]1.[Cl:1][c:2]1[c:3]([C:4](=[O:5])[NH:6][NH2:7])[cH:8][cH:9][cH:10][cH:11]1.[Na+:23].[OH-:22]>>[Cl:1][c:2]1[c:3]([C:4](=[O:5])[NH:6][NH:7][C:17]([c:16]2[cH:15][cH:14][c:13]([CH3:12])[cH:21][cH:20]2)=[O:18])[cH:8][cH:9][cH:10][cH:11]1. Starting materials: BrBr (bromine), ClC=1C(=NC(=C(C1CC(=O)O)Cl)F)F (2-(3,5-dichloro-2,6-difluoropyridin-4-yl)acetic acid), BrBr (Bromine). Reagents/catalysts: [Hg]=O (mercury oxide). The solvent is ClC1=CC=CC=C1 (chlorobenzene), ClC1=CC=CC=C1 (chlorobenzene). Run at temperature 145 celsius. Yields the product BrCC1=C(C(=NC(=C1Cl)F)F)Cl (4-(bromomethyl)-3,5-dichloro-2,6-difluoropyridine). The yield is 83.2%. Reaction SMILES: [Cl:1][C:2]1[C:3]([F:14])=[N:4][C:5]([F:13])=[C:6]([Cl:12])[C:7]=1[CH2:8]C(O)=O.[Br:15]Br>ClC1C=CC=CC=1.[Hg]=O>[Br:15][CH2:8][C:7]1[C:2]([Cl:1])=[C:3]([F:14])[N:4]=[C:5]([F:13])[C:6]=1[Cl:12]. Reported procedure: To a 1 L 3-neck flask equipped with addition funnel, was placed chlorobenzene (150 ml). 2-(3,5-dichloro-2,6-difluoropyridin-4-yl)acetic acid (21 g, 86.77 mmol) and mercury oxide (20 g, 92.34 mmol) were added in this order. The mixture was heated up to 140-150° C. in an oil bath. Bromine (5.4 mL, 105 mmol) in chlorobenzene (90 ml) was then added dropwise through the addition funnel for 2˜2.5 hr. After the addition of bromine solution, the reaction mixture was refluxed for further 1 hr. and cooled...